Dataset: the Open Reaction Database (ORD), a public repository of structured organic reaction records. Task: describe an organic reaction: reactants, conditions, products, and yield Reactants: FC(OC1=C(C=C(C=O)C=C1)OC(C)(C#C)C)F (4-difluoromethoxy-3-(2-methyl-3-butyn-2-yloxy)benzaldehyde), [F-] (fluoride), C(C)N(C1=CC=CC=C1)CC (N,N-diethylaniline), Cl (hydrochloric acid). Product: FC(OC=1C=CC(=C2C=C(OC21)C(C)C)C=O)F (7-Difluoromethoxy-2-(1-methylethyl)benzofuran4-carbaldehyde). RXN SMILES: [F:1][CH:2]([F:18])[O:3][C:4]1[CH:11]=[CH:10][C:7]([CH:8]=[O:9])=[CH:6][C:5]=1[O:12][C:13]([CH3:17])([C:15]#[CH:16])C.[F-].Cl.[CH2:21](N(CC)C1C=CC=CC=1)C>>[F:18][CH:2]([F:1])[O:3][C:4]1[CH:11]=[CH:10][C:7]([CH:8]=[O:9])=[C:6]2[C:5]=1[O:12][C:13]([CH:15]([CH3:16])[CH3:21])=[CH:17]2. Procedure details: 5.5 g of 4-difluoromethoxy-3-(2-methyl-3-butyn-2-yloxy)benzaldehyde are refluxed with 7.2 g of cesitum fluoride for 12 h with nitrogen aeration in 30 ml of N,N-diethylaniline. After cooling, the mixture is stirred into 300 ml of 4 N hydrochloric acid, the resulting emulsion is extracted three times with 50 ml of ethyl acetate, and the organic extracts are combined, dried over calcined potassium carbonate and evaporated in vacuo. The residue is chromatographed on silica gel using toluene. After e... The reactants are OC=1C=C2CCNC(C2=CC1)C(=O)O (1,2,3,4-tetrahydro-6-hydroxy-1-isoquinolinecarboxylic acid), C(C)(=O)Cl (acetyl chloride). The solvent is CO (methanol). Product: COC(=O)C1NCCC2=CC(=CC=C12)O (1,2,3,4-Tetrahydro-6-hydroxy-1-isoquinolinecarboxylic Acid Methyl Ester). The yield is 75.0%. Reaction SMILES: [OH:1][C:2]1[CH:3]=[C:4]2[C:9](=[CH:10][CH:11]=1)[CH:8]([C:12]([OH:14])=[O:13])[NH:7][CH2:6][CH2:5]2.[C:15](Cl)(=O)C>CO>[CH3:15][O:13][C:12]([CH:8]1[C:9]2[C:4](=[CH:3][C:2]([OH:1])=[CH:11][CH:10]=2)[CH2:5][CH2:6][NH:7]1)=[O:14]. Reported procedure: A suspension of 1,2,3,4-tetrahydro-6-hydroxy-1-isoquinolinecarboxylic acid (5.0 g, 25.9 mmol, prepared according to W. K. Anderson, H. L. McPherson, J. S. New and A. C. Rick, Journal of Medicinal Chemistry, Vol. 27, p. 1321, 1984) in methanol (150 mL) was treated with acetyl chloride (3 mL) (reaction mixture became homogenous) and heated under reflux for 24 hours. The reaction mixture was then cooled to room temperature and concentrated in vacuo. It was diluted with ethyl acetate and washed with...